From a dataset of the Open Reaction Database (ORD), a public repository of structured organic reaction records. describe an organic reaction: reactants, conditions, products, and yield Starting materials: CS(=O)(=O)Cl, CC1(C)OCc2cc(C3CN(CCCCCOCCOCc4cccc(N)c4)C(=O)O3)ccc2O1, c1ccncc1. Product: CC1(C)OCc2cc(C3CN(CCCCCOCCOCc4cccc(NS(C)(=O)=O)c4)C(=O)O3)ccc2O1. Reaction SMILES: [CH3:36][S:37]([Cl:38])(=[O:39])=[O:40].[NH2:1][c:2]1[cH:3][c:4]([CH2:5][O:6][CH2:7][CH2:8][O:9][CH2:10][CH2:11][CH2:12][CH2:13][CH2:14][N:15]2[C:16](=[O:32])[O:17][CH:18]([c:20]3[cH:21][c:22]4[c:23]([cH:30][cH:31]3)[O:24][C:25]([CH3:28])([CH3:29])[O:26][CH2:27]4)[CH2:19]2)[cH:33][cH:34][cH:35]1.[cH:41]1[cH:42][cH:43][n:44][cH:45][cH:46]1>>[NH:1]([c:2]1[cH:3][c:4]([CH2:5][O:6][CH2:7][CH2:8][O:9][CH2:10][CH2:11][CH2:12][CH2:13][CH2:14][N:15]2[C:16](=[O:32])[O:17][CH:18]([c:20]3[cH:21][c:22]4[c:23]([cH:30][cH:31]3)[O:24][C:25]([CH3:28])([CH3:29])[O:26][CH2:27]4)[CH2:19]2)[cH:33][cH:34][cH:35]1)[S:37]([CH3:36])(=[O:39])=[O:40]. Starting materials: ClC(C(=O)OCC)CC1=CC(=C(C=C1)C1CCCCC1)Cl (ethyl α-chloro-β-(3-chloro-4-cyclohexylphenyl)propionate), Cl (hydrochloric acid). Solvent: C(C)(=O)O (acetic acid). Product: ClC(C(=O)O)CC1=CC(=C(C=C1)C1CCCCC1)Cl (α-chloro-β-(3-chloro-4-cyclohexylphenyl)propionic acid). RXN SMILES: [Cl:1][CH:2]([CH2:8][C:9]1[CH:14]=[CH:13][C:12]([CH:15]2[CH2:20][CH2:19][CH2:18][CH2:17][CH2:16]2)=[C:11]([Cl:21])[CH:10]=1)[C:3]([O:5]CC)=[O:4].Cl>C(O)(=O)C>[Cl:1][CH:2]([CH2:8][C:9]1[CH:14]=[CH:13][C:12]([CH:15]2[CH2:16][CH2:17][CH2:18][CH2:19][CH2:20]2)=[C:11]([Cl:21])[CH:10]=1)[C:3]([OH:5])=[O:4]. Reported procedure: A mixture of 54.8 g. (0.167 moles) of the ethyl α-chloro-β-(3-chloro-4-cyclohexylphenyl)propionate and 160 ml. of glacial acetic acid containing 40 ml. of 37% hydrochloric acid is refluxed for 20 hours. The mixture is concentrated under reduced pressure to give a gummy residue. The latter material is dissolved in 300 ml. of n-hexane, washed with ice-cold water (100 ml. total), dried over sodium sulfate and filtered. The hexane is removed to give α-chloro-β-(3-chloro-4-cyclohexylphenyl)propionic ... The reactants are ClCCl, OCC(=C(c1ccc(F)cc1)c1ccc(F)cc1)c1nnn(C(c2ccccc2)(c2ccccc2)c2ccccc2)n1. Yields the product O=CC(=C(c1ccc(F)cc1)c1ccc(F)cc1)c1nnn(C(c2ccccc2)(c2ccccc2)c2ccccc2)n1. RXN SMILES: [CH2:43]([Cl:44])[Cl:45].[F:1][c:2]1[cH:3][cH:4][c:5]([C:8](=[C:9]([CH2:10][OH:11])[c:12]2[n:13][n:14][n:15]([C:17]([c:18]3[cH:19][cH:20][cH:21][cH:22][cH:23]3)([c:24]3[cH:25][cH:26][cH:27][cH:28][cH:29]3)[c:30]3[cH:31][cH:32][cH:33][cH:34][cH:35]3)[n:16]2)[c:36]2[cH:37][cH:38][c:39]([F:42])[cH:40][cH:41]2)[cH:6][cH:7]1>>[F:1][c:2]1[cH:3][cH:4][c:5]([C:8](=[C:9]([CH:10]=[O:11])[c:12]2[n:13][n:14][n:15]([C:17]([c:18]3[cH:19][cH:20][cH:21][cH:22][cH:23]3)([c:24]3[cH:25][cH:26][cH:27][cH:28][cH:29]3)[c:30]3[cH:31][cH:32][cH:33][cH:34][cH:35]3)[n:16]2)[c:36]2[cH:37][cH:38][c:39]([F:42])[cH:40][cH:41]2)[cH:6][cH:7]1. Reactants: NC(C(O)C1=CC=C(C=C1)F)CC1=CC=C(C=C1)OC1=CC=CC=C1 ((1RS,2SR)-2-amino-1-(4-fluorophenyl)-3-(4-(phenyloxy)phenyl)-1-propanol), C1(=CC=CC=C1)CCC(=O)Cl (3-phenylpropionyl chloride), C(O)([O-])=O.[Na+] (sodium hydrogen carbonate). The solvent is C(C)(=O)OCC (ethyl acetate), O (water). Run at time 8 hour. The product is FC1=CC=C(C=C1)C(C(CC1=CC=C(C=C1)OC1=CC=CC=C1)NC(CCC1=CC=CC=C1)=O)O (N-(1RS,2SR)-(2-(4-fluorophenyl)-2-hydroxy-1-((4-(phenyloxy)phenyl)methyl)ethyl)-3-phenylpropanamide). Isolated yield 19.9%. RXN SMILES: [NH2:1][CH:2]([CH2:12][C:13]1[CH:18]=[CH:17][C:16]([O:19][C:20]2[CH:25]=[CH:24][CH:23]=[CH:22][CH:21]=2)=[CH:15][CH:14]=1)[CH:3]([C:5]1[CH:10]=[CH:9][C:8]([F:11])=[CH:7][CH:6]=1)[OH:4].[C:26]1([CH2:32][CH2:33][C:34](Cl)=[O:35])[CH:31]=[CH:30][CH:29]=[CH:28][CH:27]=1.C(=O)([O-])O.[Na+]>C(OCC)(=O)C.O>[F:11][C:8]1[CH:7]=[CH:6][C:5]([CH:3]([OH:4])[CH:2]([NH:1][C:34](=[O:35])[CH2:33][CH2:32][C:26]2[CH:31]=[CH:30][CH:29]=[CH:28][CH:27]=2)[CH2:12][C:13]2[CH:18]=[CH:17][C:16]([O:19][C:20]3[CH:25]=[CH:24][CH:23]=[CH:22][CH:21]=3)=[CH:15][CH:14]=2)=[CH:10][CH:9]=1 |f:2.3|. Procedure details: To a solution of (1RS,2SR)-2-amino-1-(4-fluorophenyl)-3-(4-(phenyloxy)phenyl)-1-propanol (550 mg, 1.63 mmol) in ethyl acetate (20 ml) were added 3-phenylpropionyl chloride (360 ml, 2.45 mmol) and saturated aqueous sodium hydrogen carbonate (20 ml) and the mixture was stirred overnight at room temperature. The reaction solution was diluted with water (100 ml) and extracted with ethyl acetate (100 ml×2). The extract was washed with saturated brine, dried over anhydrous magnesium sulfate and evapor... Starting materials: CS(C)=O, O=C(Cl)C(=O)Cl, ClCCl, O=C1C(S(=O)(=O)c2ccc(CO)cc2)CCCCN1OC(c1ccccc1)(c1ccccc1)c1ccccc1. Product: O=Cc1ccc(S(=O)(=O)C2CCCCN(OC(c3ccccc3)(c3ccccc3)c3ccccc3)C2=O)cc1. As a reaction SMILES: [CH3:7][S:8]([CH3:9])=[O:10].[Cl:1][C:2]([C:3]([Cl:4])=[O:5])=[O:6].[Cl:50][CH2:51][Cl:52].[OH:11][CH2:12][c:13]1[cH:14][cH:15][c:16]([S:19](=[O:20])(=[O:21])[CH:22]2[C:23](=[O:49])[N:24]([O:29][C:30]([c:31]3[cH:32][cH:33][cH:34][cH:35][cH:36]3)([c:37]3[cH:38][cH:39][cH:40][cH:41][cH:42]3)[c:43]3[cH:44][cH:45][cH:46][cH:47][cH:48]3)[CH2:25][CH2:26][CH2:27][CH2:28]2)[cH:17][cH:18]1>>[O:11]=[CH:12][c:13]1[cH:14][cH:15][c:16]([S:19](=[O:20])(=[O:21])[CH:22]2[C:23](=[O:49])[N:24]([O:29][C:30]([c:31]3[cH:32][cH:33][cH:34][cH:35][cH:36]3)([c:37]3[cH:38][cH:39][cH:40][cH:41][cH:42]3)[c:43]3[cH:44][cH:45][cH:46][cH:47][cH:48]3)[CH2:25][CH2:26][CH2:27][CH2:28]2)[cH:17][cH:18]1.